From a dataset of the Open Reaction Database (ORD), a public repository of structured organic reaction records. describe an organic reaction: reactants, conditions, products, and yield The reactants are OC1=C(C(=C(C(=C1OC)C(=O)OCC)C)C)C(C=CC1=CC(=C(C(=C1)C(C)(C)C)O)C(C)(C)C)=O (1-[2-hydroxy-4-ethoxycarbonyldimethylmethyloxyphenyl]-3-[3,5-ditertbutyl-4-hydroxyphenyl]prop-2-en-1-one), OC1=C(C(=C(C(=C1OC)C(=O)OCC)C)C)C(C=CC1=CC(=C(C(=C1)C(C)(C)C)O)C(C)(C)C)=O (1-[2-hydroxy-4-ethoxycarbonyldimethylmethyloxyphenyl]-3-[3,5-ditertbutyl-4-hydroxyphenyl]prop-2-en-1-one), CC1=CC=C(C=S)C=C1 (4-methylthiobenzaldehyde). The product is OC1=C(C(=C(C(=C1OC)C(=O)O)C)C)C(C=CC=1SC=C(C1)C)=O (1-[2-hydroxy-4-carboxydimethylmethyloxyphenyl]-3-[4-methylthiophenyl]prop-2-en-1-one). Reaction SMILES: [OH:1][C:2]1[C:7]([O:8][CH3:9])=[C:6]([C:10]([O:12]CC)=[O:11])[C:5]([CH3:15])=[C:4]([CH3:16])[C:3]=1[C:17](=[O:35])[CH:18]=[CH:19][C:20]1C=C(C(C)(C)C)[C:23](O)=[C:22]([C:31](C)(C)C)[CH:21]=1.CC1C=CC(C=[S:42])=CC=1>>[OH:1][C:2]1[C:7]([O:8][CH3:9])=[C:6]([C:10]([OH:12])=[O:11])[C:5]([CH3:15])=[C:4]([CH3:16])[C:3]=1[C:17](=[O:35])[CH:18]=[CH:19][C:20]1[S:42][CH:23]=[C:22]([CH3:31])[CH:21]=1. Procedure: This compound was synthesized from 2′-hydroxy-4′-ethyloxycarbonyldimethylmethyloxyacetophenone (starting material 1) and 4-methylthiobenzaldehyde according to general method 2 described earlier. Starting materials: CC(=O)C1=CC(=C(C=C1)F)OC (4-fluoro-3-methoxyacetophenone), BrC=1C=C(C=CC1)[Li] (3-bromophenyllithium). The product is BrC=1C=C(C=CC1)C(C)(O)C1=CC(=C(C=C1)F)OC ((RS)-1-(3-bromo-phenyl)-1-(4-fluoro-3-methoxy-phenyl)-ethanol). As a reaction SMILES: [CH3:1][C:2]([C:4]1[CH:9]=[CH:8][C:7]([F:10])=[C:6]([O:11][CH3:12])[CH:5]=1)=[O:3].[Br:13][C:14]1[CH:15]=[C:16]([Li])[CH:17]=[CH:18][CH:19]=1>>[Br:13][C:14]1[CH:15]=[C:16]([C:2]([C:4]2[CH:9]=[CH:8][C:7]([F:10])=[C:6]([O:11][CH3:12])[CH:5]=2)([OH:3])[CH3:1])[CH:17]=[CH:18][CH:19]=1. Procedure details: In an analogous reaction sequence to that described for Building Block C, the reaction of 4-fluoro-3-methoxyacetophenone with 3-bromophenyllithium yielded the (RS)-1-(3-bromo-phenyl)-1-(4-fluoro-3-methoxy-phenyl)-ethanol which was used as crude material in the following elimination reaction with a catalytic amount of p-toluenesulfonic acid to yield the title compound (yield: 91% of theory) as a light yellow oil. TLC: Rf: 0.69 (silica gel; heptane:ethyl acetate=4:1, UV, 254 nm). Reactants: C[NH+](CCCC(=O)[O-])C (4-(dimethylammonio)butanoate), C(C)Br (ethyl bromide), [OH-].[K+] (KOH), methanol-aquous ammonium hydroxide, C(C)(C)O (isopropanol), C[NH+](CCCC(=O)[O-])C (4-(dimethylammonio)butanoate). Run in CC(=O)C (acetone), C(C)O (ethanol). Conditions: time 4 hour. The product is C(C)[N+](CCCC(=O)[O-])(C)C (4-[ethyl(dimethyl)ammonio]butanoate). Isolated yield 43.3%. RXN SMILES: [CH3:1][NH+:2]([CH3:9])[CH2:3][CH2:4][CH2:5][C:6]([O-])=[O:7].[CH2:10](Br)[CH3:11].C(O)(C)C.[OH-:17].[K+]>CC(C)=O.C(O)C>[CH2:10]([N+:2]([CH3:9])([CH3:1])[CH2:3][CH2:4][CH2:5][C:6]([O-:7])=[O:17])[CH3:11] |f:3.4|. Procedure details: A mixture of 4-(dimethylammonio)butanoate (4) (7.87 g, 0.06 mol) and ethyl bromide (13.08 g, 0.12 mol) in anhydrous acetone (20 ml) was refluxed until the starting material 4-(dimethylammonio)butanoate disappeared (TLC control, methanol-aquous ammonium hydroxide, 3:1)). The reaction mixture was supplemented with isopropanol (100 ml) and the solution was evaporated to dryness. A solution of solution of KOH (7.28 g, 0.13 mol) in 96% ethanol (70 ml) was added to the residue at 0° C. and reaction mi... The reactants are NC1=C(C=C(C=C1Cl)C(CNCCCCCCOCCCC1=C(OC=C1)C(=O)N(CC)CC)O)Cl (3-[[6-[[2-(4-amino-3,5-dichlorophenyl)-2-hydroxyethyl]amino]hexyl]oxy]propyl -N,N-diethyl-2-furancarboxamide), [H-].[Al+3].[Li+].[H-].[H-].[H-] (lithium aluminium hydride), C1=CC=CC=C1 (benzene). Run in CCOCC (ether). Conditions: time 24 hour. The product is NC1=C(C=C(C=C1Cl)C(O)CNCCCCCCOCCCC=1OC(=CC1)CN(CC)CC)Cl (4-Amino-3,5-dichloro-α-[[[6-[3-[5-[(diethylamino)methyl]-2-furanyl]propoxy]hexyl]amino]methyl]benzenemethanol). As a reaction SMILES: [NH2:1][C:2]1[C:7]([Cl:8])=[CH:6][C:5]([CH:9]([OH:34])[CH2:10][NH:11][CH2:12][CH2:13][CH2:14][CH2:15][CH2:16][CH2:17][O:18][CH2:19][CH2:20][CH2:21][C:22]2[CH:26]=[CH:25]OC=2C(N(CC)CC)=O)=[CH:4][C:3]=1[Cl:35].[H-].[Al+3].[Li+].[H-].[H-].[H-].[CH:42]1[CH:47]=CC=CC=1>CCOCC>[NH2:1][C:2]1[C:3]([Cl:35])=[CH:4][C:5]([CH:9]([CH2:10][NH:11][CH2:12][CH2:13][CH2:14][CH2:15][CH2:16][CH2:17][O:18][CH2:19][CH2:20][CH2:21][C:22]2[O:34][C:9]([CH2:10][N:11]([CH2:47][CH3:42])[CH2:12][CH3:13])=[CH:25][CH:26]=2)[OH:34])=[CH:6][C:7]=1[Cl:8] |f:1.2.3.4.5.6|. Reported procedure: A solution of 5-[3-[[6-[[2-(4-amino-3,5-dichlorophenyl)-2-hydroxyethyl]amino]hexyl]oxy]propyl -N,N-diethyl-2-furancarboxamide (0.83 g) in benzene (6 ml) was added dropwise over 10 min to a stirred suspension of lithium aluminium hydride (175 mg) in dry ether (15 ml) under nitrogen. The mixture was stirred under nitrogen at 22° for 24 h, then quenched sequentially with water (1 ml), 2N sodium hydroxide solution (1 ml) and water (2 ml). The mixture was filtered through hyflo and the solids washed ... Starting materials: [OH-].COC(=O)NS(=O)(=O)[N+](CC)(CC)CC ((Methoxycarbonylsulfamoyl)triethylammonium hydroxide), C(C)(=O)NNC(=O)C1=CC(=NC(=N1)N1C(CCC1)C1=CC(=NO1)C1=NC=CC=C1)NC1N(NC(=C1)C)C(C)=O (6-[N-(acetylamino)carbamoyl]-2-{2-[3-(pyrid-2-yl)isoxazol-5-yl]pyrrolidin-1-yl}-4-(2-acetyl-5-methyl-1H-pyrazol-3-ylamino)pyrimidine). Solvent: C1CCOC1 (THF). Reaction conditions: time 15 minute. Product: CC1=NN=C(O1)C1=CC(=NC(=N1)N1C(CCC1)C1=CC(=NO1)C1=NC=CC=C1)NC1=NNC(=C1)C (6-(5-Methyl-[1,3,4]-oxadiazol-2-yl)-2-{2-[3-(pyrid-2-yl)isoxazol-5-yl]pyrrolidin-1-yl}-4-(5-methyl-1H-pyrazol-3-ylamino)pyrimidine). Yield: 45.2%. As a reaction SMILES: [OH-].COC(NS([N+](CC)(CC)CC)(=O)=O)=O.[C:17]([NH:20][NH:21][C:22]([C:24]1[N:29]=[C:28]([N:30]2[CH2:34][CH2:33][CH2:32][CH:31]2[C:35]2[O:39][N:38]=[C:37]([C:40]3[CH:45]=[CH:44][CH:43]=[CH:42][N:41]=3)[CH:36]=2)[N:27]=[C:26]([NH:46][CH:47]2[CH:51]=[C:50]([CH3:52])[NH:49][N:48]2C(=O)C)[CH:25]=1)=O)(=[O:19])[CH3:18]>C1COCC1>[CH3:18][C:17]1[O:19][C:22]([C:24]2[N:29]=[C:28]([N:30]3[CH2:34][CH2:33][CH2:32][CH:31]3[C:35]3[O:39][N:38]=[C:37]([C:40]4[CH:45]=[CH:44][CH:43]=[CH:42][N:41]=4)[CH:36]=3)[N:27]=[C:26]([NH:46][C:47]3[CH:51]=[C:50]([CH3:52])[NH:49][N:48]=3)[CH:25]=2)=[N:21][N:20]=1 |f:0.1|. Procedure: (Methoxycarbonylsulfamoyl)triethylammonium hydroxide (internal salt) (90 mg, 3.76 mmol) was added to a solution of 6-[N-(acetylamino)carbamoyl]-2-{2-[3-(pyrid-2-yl)isoxazol-5-yl]pyrrolidin-1-yl}-4-(2-acetyl-5-methyl-1H-pyrazol-3-ylamino)pyrimidine (Method 51) (500 mg, 0.94 mmol) in anhydrous THF (20 ml) and the reaction heated at reflux for 18 hours. The volatiles were removed by evaporation and the residue was dissolved in methanol (5 ml) and 2N aqueous sodium hydroxide solution (11.0 ml) and s... Reactants: O=Cc1ccc(Br)cc1, CC(=O)O, COC(=O)c1ccc(N)cc1O, ClCCCl, [Na+], O=C([O-])O, O. Yields the product COC(=O)c1ccc(NCc2ccc(Br)cc2)cc1O. Reaction SMILES: [Br:13][c:14]1[cH:15][cH:16][c:17]([CH:18]=[O:19])[cH:20][cH:21]1.[C:28]([OH:29])(=[O:30])[CH3:31].[CH3:1][O:2][C:3]([c:4]1[c:5]([OH:11])[cH:6][c:7]([NH2:10])[cH:8][cH:9]1)=[O:12].[Cl:32][CH2:33][CH2:34][Cl:35].[Na+:27].[O-:23][C:24]([OH:25])=[O:26].[OH2:22]>>[CH3:1][O:2][C:3]([c:4]1[c:5]([OH:11])[cH:6][c:7]([NH:10][CH2:18][c:17]2[cH:16][cH:15][c:14]([Br:13])[cH:21][cH:20]2)[cH:8][cH:9]1)=[O:12]. Reactants: Cl.N1=CC=C(C2=CC=CC=C12)C(=O)Cl (Quinoline-4-carbonyl chloride hydrochloride), CCN(C(C)C)C(C)C (DIPEA), CC1=CC=C(C=C1)S(=O)(=O)O.N[C@@H](C(=O)N1[C@@H](CCC1)C#N)C ((S)-1-((R)-2-aminopropanoyl)pyrrolidine-2-carbonitrile 4-methylbenzenesulfonate). Solvent: C(Cl)Cl (DCM). The product is C(#N)[C@H]1N(CCC1)C([C@@H](C)NC(=O)C1=CC=NC2=CC=CC=C12)=O (N—((R)-1-((S)-2-cyanopyrrolidine-1-yl)-1-oxopropan-2-yl)quinoline-4-carboxamide). As a reaction SMILES: Cl.[N:2]1[C:11]2[C:6](=[CH:7][CH:8]=[CH:9][CH:10]=2)[C:5]([C:12](Cl)=[O:13])=[CH:4][CH:3]=1.CCN(C(C)C)C(C)C.CC1C=CC(S(O)(=O)=O)=CC=1.[NH2:35][C@H:36]([CH3:46])[C:37]([N:39]1[CH2:43][CH2:42][CH2:41][C@H:40]1[C:44]#[N:45])=[O:38]>C(Cl)Cl>[C:44]([C@@H:40]1[CH2:41][CH2:42][CH2:43][N:39]1[C:37](=[O:38])[C@H:36]([NH:35][C:12]([C:5]1[C:6]2[C:11](=[CH:10][CH:9]=[CH:8][CH:7]=2)[N:2]=[CH:3][CH:4]=1)=[O:13])[CH3:46])#[N:45] |f:0.1,3.4|. Procedure details: Quinoline-4-carbonyl chloride hydrochloride (0.067 g, 0.295 mmol) was added to a mixture of DIPEA (0.160 ml, 0.913 mmol) and (S)-1-((R)-2-aminopropanoyl)pyrrolidine-2-carbonitrile 4-methylbenzenesulfonate (0.100 g, 0.295 mmol) in DCM. After 3 h the mixture was washed with 1N citric acid and saturated sodium bicarbonate and brine. The organic layer was dried sodium sulfate, filtered and purified by column chromatography using a mixture of ethylacetate and methanol as eluents.